This data is from the Open Reaction Database (ORD), a public repository of structured organic reaction records. The task is: describe an organic reaction: reactants, conditions, products, and yield The reactants are C(C)(C)(C)C1=CC=C(COC=2C=C(C(=O)NC3=C(C=CC=C3)S(N)(=O)=O)C=CC2)C=C1 (3-(4-t-butylbenzyloxy)-N-(2-sulfamoylphenyl)benzamide), C(C(C)(C)C)(=O)Cl (pivaloyl chloride). The reagents and catalysts are CN(C1=CC=NC=C1)C (4-dimethylaminopyridine). The solvent is O1CCCC1 (tetrahydrofuran). Reaction conditions: time 1 hour. The product is C(C)(C)(C)C1=CC=C(COC=2C=C(C(=O)NC3=C(C=CC=C3)S(=O)(=O)NC(C(C)(C)C)=O)C=CC2)C=C1 (N-[2-[3-(4-t-Butylbenzyloxy)benzamido]benzenesulfonyl]pivalamide). The yield is 79.9%. As a reaction SMILES: [C:1](Cl)(=[O:6])[C:2]([CH3:5])([CH3:4])[CH3:3].[C:8]([C:12]1[CH:38]=[CH:37][C:15]([CH2:16][O:17][C:18]2[CH:19]=[C:20]([CH:34]=[CH:35][CH:36]=2)[C:21]([NH:23][C:24]2[CH:29]=[CH:28][CH:27]=[CH:26][C:25]=2[S:30](=[O:33])(=[O:32])[NH2:31])=[O:22])=[CH:14][CH:13]=1)([CH3:11])([CH3:10])[CH3:9]>CN(C)C1C=CN=CC=1.O1CCCC1>[C:8]([C:12]1[CH:38]=[CH:37][C:15]([CH2:16][O:17][C:18]2[CH:19]=[C:20]([CH:34]=[CH:35][CH:36]=2)[C:21]([NH:23][C:24]2[CH:29]=[CH:28][CH:27]=[CH:26][C:25]=2[S:30]([NH:31][C:1](=[O:6])[C:2]([CH3:5])([CH3:4])[CH3:3])(=[O:32])=[O:33])=[O:22])=[CH:14][CH:13]=1)([CH3:11])([CH3:9])[CH3:10]. Procedure details: In a stream of nitrogen and at 0° C., 0.09 ml (0.75 mmol) of pivaloyl chloride was added to an anhydrous tetrahydrofuran (10 ml) solution containing 300 mg (0.68 mmol) of 3-(4-t-butylbenzyloxy)-N-(2-sulfamoylphenyl)benzamide produced in Reference Example 2 and 167 mg (1.36 mmol) of 4-dimethylaminopyridine, the mixture was stirred at room temperature for 1 hour and then the solvent was evaporated under a reduced pressure. The resulting residue was dissolved in ethyl acetate, washed with water, a ... Starting materials: ClC1=CC=NC2=CC(=CC=C12)Cl (4,7-dichloroquinoline), NC1=CC=C(C=C1)S(=O)(=O)N1CCN(CC1)C(=O)NC1=CC(=CC(=C1)F)OCCC (1-[(p-aminophenyl)-sulfonyl]-4-[[(3-propoxy-5-fluorophenyl)amino]-carbonyl]piperazine). Product: C(CC)OC=1C=C(C=C(C1)F)NC(=O)N1CCN(CC1)S(=O)(=O)C1=CC=C(C=C1)NC1=CC=NC2=CC(=CC=C12)Cl (1-[[(3-propoxy-5-fluorophenyl)amino]carbonyl]-4-[[4-[[7-chloro-4-quinolinyl]amino]phenyl]sulfonyl]piperazine). RXN SMILES: Cl[C:2]1[C:11]2[C:6](=[CH:7][C:8]([Cl:12])=[CH:9][CH:10]=2)[N:5]=[CH:4][CH:3]=1.[NH2:13][C:14]1[CH:19]=[CH:18][C:17]([S:20]([N:23]2[CH2:28][CH2:27][N:26]([C:29]([NH:31][C:32]3[CH:37]=[C:36]([F:38])[CH:35]=[C:34]([O:39][CH2:40][CH2:41][CH3:42])[CH:33]=3)=[O:30])[CH2:25][CH2:24]2)(=[O:22])=[O:21])=[CH:16][CH:15]=1>>[CH2:40]([O:39][C:34]1[CH:33]=[C:32]([NH:31][C:29]([N:26]2[CH2:27][CH2:28][N:23]([S:20]([C:17]3[CH:16]=[CH:15][C:14]([NH:13][C:2]4[C:11]5[C:6](=[CH:7][C:8]([Cl:12])=[CH:9][CH:10]=5)[N:5]=[CH:4][CH:3]=4)=[CH:19][CH:18]=3)(=[O:21])=[O:22])[CH2:24][CH2:25]2)=[O:30])[CH:37]=[C:36]([F:38])[CH:35]=1)[CH2:41][CH3:42]. Procedure details: In the manner given in Example 1C, 4,7-dichloroquinoline is heated with 1-[(p-aminophenyl)-sulfonyl]-4-[[(3-propoxy-5-fluorophenyl)amino]-carbonyl]piperazine to give 1-[[(3-propoxy-5-fluorophenyl)amino]carbonyl]-4-[[4-[[7-chloro-4-quinolinyl]amino]phenyl]sulfonyl]piperazine. The reactants are CS(=O)(=O)Nc1c(F)c(F)c(C#N)c(F)c1F, C, CO, Cl, [Pd]. Product: CS(=O)(=O)Nc1c(F)c(F)c(CN)c(F)c1F, Cl. RXN SMILES: [C:1](#[N:2])[c:3]1[c:4]([F:17])[c:5]([F:16])[c:6]([NH:11][S:12](=[O:13])(=[O:14])[CH3:15])[c:7]([F:10])[c:8]1[F:9].[C:21].[CH3:19][OH:20].[ClH:18].[Pd:22]>>[CH2:1]([NH2:2])[c:3]1[c:4]([F:17])[c:5]([F:16])[c:6]([NH:11][S:12](=[O:13])(=[O:14])[CH3:15])[c:7]([F:10])[c:8]1[F:9].[ClH:18]. Starting materials: C(C=C)OP(=O)(OCC=C)OCC1=C(C(=O)OCC2=CC=C(C=C2)OC)C=C(C=C1)F (4-methoxybenzyl 2-[[bis(allyloxy)phosphoryl]oxymethyl]-5-fluorobenzoate), C1(=CC=CC=C1)OC (anisole), FC(C(=O)O)(F)F (trifluoroacetic acid). Yields the product C(C=C)OP(=O)(OCC=C)OCC1=C(C(=O)O)C=C(C=C1)F (2-[[bis(allyloxy)phosphoryl]oxymethyl]-5-fluorobenzoic acid). Reaction SMILES: [CH2:1]([O:4][P:5]([O:11][CH2:12][C:13]1[CH:30]=[CH:29][C:28]([F:31])=[CH:27][C:14]=1[C:15]([O:17]CC1C=CC(OC)=CC=1)=[O:16])([O:7][CH2:8][CH:9]=[CH2:10])=[O:6])[CH:2]=[CH2:3].C1(OC)C=CC=CC=1.FC(F)(F)C(O)=O>>[CH2:8]([O:7][P:5]([O:11][CH2:12][C:13]1[CH:30]=[CH:29][C:28]([F:31])=[CH:27][C:14]=1[C:15]([OH:17])=[O:16])([O:4][CH2:1][CH:2]=[CH2:3])=[O:6])[CH:9]=[CH2:10]. Procedure: According to a similar procedure to that described in Example 4-(6), 4-methoxybenzyl 2-[[bis(allyloxy)phosphoryl]oxymethyl]-5-fluorobenzoate (1.19 g, 2.64 mmol) obtained from Example 8-(1) was reacted with anisole (1.5 g, 13.9 mmol) and trifluoroacetic acid (5 ml), and the reaction mixture was worked up to afford 2-[[bis(allyloxy)phosphoryl]oxymethyl]-5-fluorobenzoic acid as a crude product. According to a similar procedure to that described in Example 4-(6), the crude product obtained above was... The reactants are N#CCBr, CC(C)(C)[O-], CN(C)C=O, [K+], c1ccc2[nH]cnc2c1. Product: N#CCn1cnc2ccccc21. As a reaction SMILES: [Br:16][CH2:17][C:18]#[N:19].[CH3:10][C:11]([CH3:12])([O-:13])[CH3:14].[CH3:20][N:21]([CH3:22])[CH:23]=[O:24].[K+:15].[n:1]1[cH:2][nH:3][c:4]2[c:5]1[cH:6][cH:7][cH:8][cH:9]2>>[n:1]1([CH2:17][C:18]#[N:19])[cH:2][n:3][c:4]2[c:5]1[cH:6][cH:7][cH:8][cH:9]2. The reactants are FC=1C=C(C(=O)O)C=CC1C (3-fluoro-4-methyl-benzoic acid), C(C(=O)Cl)(=O)Cl (oxalyl chloride), CN(C=O)C (N,N-dimethylformamide). Run in C(C)OCC (diethyl ether). Conditions: time 8 hour. The product is FC=1C=C(C(=O)Cl)C=CC1C (3-fluoro-4-methyl-benzoyl chloride). Reaction SMILES: [F:1][C:2]1[CH:3]=[C:4]([CH:8]=[CH:9][C:10]=1[CH3:11])[C:5](O)=[O:6].C(Cl)(=O)C([Cl:15])=O.CN(C)C=O>C(OCC)C>[F:1][C:2]1[CH:3]=[C:4]([CH:8]=[CH:9][C:10]=1[CH3:11])[C:5]([Cl:15])=[O:6]. Reported procedure: To a stirred solution of 3-fluoro-4-methyl-benzoic acid (Aldrich, 3.08 g, 20 mmol) in diethyl ether (30 mL), oxalyl chloride (2.85 mL, 30 mmol) was added slowly followed by a drop of N,N-dimethylformamide. The mixture was stirred at room temperature overnight and the solvent was removed under reduced pressure to give 3-fluoro-4-methyl-benzoyl chloride that was used directly for the next step. The reactants are C(C1=CC=CC=C1)OC(=O)NCCC[C@H](NC(=O)OC(C)(C)C)C(=O)O ((S)-N5-(benzyloxycarbonyl)-N2-(tert-butyloxycarbonyl)-ornithine), C1(CCC1)S(=O)(=O)Cl (cyclobutanesulphonyl chloride), N1CCCC1 (pyrrolidine). Yields the product Cl.N[C@@H](CCCNS(=O)(=O)C1CCC1)C(N1CCCC1)=O ((S)-N-[4Amino-5-oxo-5-(1-pyrrolidinyl)-pentyl]-cyclobutanesulphonamide Hydrochloride). RXN SMILES: C(OC([NH:11][CH2:12][CH2:13][CH2:14][C@@H:15]([C:24]([OH:26])=O)[NH:16]C(OC(C)(C)C)=O)=O)C1C=CC=CC=1.[CH:27]1([S:31]([Cl:34])(=[O:33])=[O:32])[CH2:30][CH2:29][CH2:28]1.[NH:35]1[CH2:39][CH2:38][CH2:37][CH2:36]1>>[ClH:34].[NH2:16][C@H:15]([C:24](=[O:26])[N:35]1[CH2:39][CH2:38][CH2:37][CH2:36]1)[CH2:14][CH2:13][CH2:12][NH:11][S:31]([CH:27]1[CH2:30][CH2:29][CH2:28]1)(=[O:33])=[O:32] |f:3.4|. Procedure details: Starting from (S)-N5-(benzyloxycarbonyl)-N2-(tert-butyloxycarbonyl)-ornithine, cyclobutanesulphonyl chloride and pyrrolidine, the expected product is obtained according to the procedure described in Example 3. RXN SMILES: [Br:1][c:2]1[c:3]([F:9])[cH:4][c:5]([OH:8])[cH:6][cH:7]1.[CH2:53]([Cl:54])[Cl:55].[CH3:29][N:30]1[CH2:31][CH2:32][N:33]([CH2:36][CH2:37][OH:38])[CH2:34][CH2:35]1.[O:39]=[C:40]([O:41][CH:42]([CH3:43])[CH3:44])[N:45]=[N:46][C:47]([O:48][CH:49]([CH3:50])[CH3:51])=[O:52].[c:10]1([P:11]([c:12]2[cH:13][cH:14][cH:15][cH:16][cH:17]2)[c:18]2[cH:19][cH:20][cH:21][cH:22][cH:23]2)[cH:24][cH:25][cH:26][cH:27][cH:28]1>>[Br:1][c:2]1[c:3]([F:9])[cH:4][c:5]([O:8][CH2:37][CH2:36][N:33]2[CH2:32][CH2:31][N:30]([CH3:29])[CH2:35][CH2:34]2)[cH:6][cH:7]1. The reactants are Oc1ccc(Br)c(F)c1, ClCCl, CN1CCN(CCO)CC1, CC(C)OC(=O)N=NC(=O)OC(C)C, c1ccc(P(c2ccccc2)c2ccccc2)cc1. Product: CN1CCN(CCOc2ccc(Br)c(F)c2)CC1. The reactants are C(C)(C)(C)C1=CCC(C=2C=C(C(=CC12)/C(=C(\C=C\C(=C\C(=O)OCC)\C)/F)/CC)OCC)(C)C (ethyl (2E,4E,6E)-7-(8-tert-butyl-3-ethoxy-5,5-dimethyl-5,6-dihydronaphthalen-2-yl)-6-fluoro-3-methyl-nona-2,4,6-trienoate), [OH-].[Na+] (NaOH). The solvent is C(C)O (ethanol), C1CCOC1 (THF). The product is C(C)(C)(C)C1=CCC(C=2C=C(C(=CC12)/C(=C(\C=C\C(=C\C(=O)O)\C)/F)/CC)OCC)(C)C ((2E,4E,6E)-7-(8-tert-Butyl-3-ethoxy-5,5-dimethyl-5,6-dihydronaphthalen-2-yl)-6-fluoro-3-methyl-nona-2,4,6-trienoic acid). RXN SMILES: [C:1]([C:5]1[C:14]2[CH:13]=[C:12](/[C:15](/[CH2:28][CH3:29])=[C:16](/[F:27])\[CH:17]=[CH:18]\[C:19](\[CH3:26])=[CH:20]\[C:21]([O:23]CC)=[O:22])[C:11]([O:30][CH2:31][CH3:32])=[CH:10][C:9]=2[C:8]([CH3:34])([CH3:33])[CH2:7][CH:6]=1)([CH3:4])([CH3:3])[CH3:2].[OH-].[Na+]>C1COCC1.C(O)C>[C:1]([C:5]1[C:14]2[CH:13]=[C:12](/[C:15](/[CH2:28][CH3:29])=[C:16](/[F:27])\[CH:17]=[CH:18]\[C:19](\[CH3:26])=[CH:20]\[C:21]([OH:23])=[O:22])[C:11]([O:30][CH2:31][CH3:32])=[CH:10][C:9]=2[C:8]([CH3:33])([CH3:34])[CH2:7][CH:6]=1)([CH3:4])([CH3:2])[CH3:3] |f:1.2|. Procedure details: As described in General Procedure J-1, ethyl (2E,4E,6E)-7-(8-tert-butyl-3-ethoxy-5,5-dimethyl-5,6-dihydronaphthalen-2-yl)-6-fluoro-3-methyl-nona-2,4,6-trienoate (Compound A-74, 520 mg, 1.111 mmol) in THF (5 mL) and ethanol (5 mL) was hydrolyzed with 1.5 N NaOH (5 mL) to produce the title compound as a yellow solid after purification by recrystallization from acetonitrile. Reactants: [Li]CCCC, Cc1ccccc1, CCCCCC, CCCCCC(C=CI)OC(Cc1ccc(OC)cc1)(c1ccccc1)c1ccccc1. Product: [Li]C=CC(CCCCC)OC(Cc1ccc(OC)cc1)(c1ccccc1)c1ccccc1. Reaction SMILES: [CH2:40]([CH2:41][CH2:42][CH3:43])[Li:44].[CH3:33][c:34]1[cH:35][cH:36][cH:37][cH:38][cH:39]1.[CH3:45][CH2:46][CH2:47][CH2:48][CH2:49][CH3:50].[I:1][CH:2]=[CH:3][CH:4]([CH2:5][CH2:6][CH2:7][CH2:8][CH3:9])[O:10][C:11]([c:12]1[cH:13][cH:14][cH:15][cH:16][cH:17]1)([c:18]1[cH:19][cH:20][cH:21][cH:22][cH:23]1)[CH2:24][c:25]1[cH:26][cH:27][c:28]([O:31][CH3:32])[cH:29][cH:30]1>>[CH:2](=[CH:3][CH:4]([CH2:5][CH2:6][CH2:7][CH2:8][CH3:9])[O:10][C:11]([c:12]1[cH:13][cH:14][cH:15][cH:16][cH:17]1)([c:18]1[cH:19][cH:20][cH:21][cH:22][cH:23]1)[CH2:24][c:25]1[cH:26][cH:27][c:28]([O:31][CH3:32])[cH:29][cH:30]1)[Li:44].